Dataset: the Open Reaction Database (ORD), a public repository of structured organic reaction records. Task: describe an organic reaction: reactants, conditions, products, and yield Reactants: resultant mixture, NC1CCN(CC1)CCC1=CC=CC=C1 (4-amino-1-(2-phenylethyl)piperidine), C(O)([O-])=O.[Na+] (sodium hydrogen carbonate), ClC=1C=C(C2=C(N(C(C(O2)C)=O)C)C1)C(=O)O (6-chloro-3,4-dihydro-2,4-dimethyl-3-oxo-2H-1,4-benzoxazine-8-carboxylic acid), C(OCC(C)C)(=O)Cl (isobutyl chlorocarbonate), CN1CCOCC1 (N-methylmorpholine). The solvent is C(C)(=O)OCC (ethyl acetate), O1CCCC1 (tetrahydrofuran). Product: O.Cl.ClC=1C=C(C2=C(N(C(C(O2)C)=O)C)C1)C(=O)NC1CCN(CC1)CCC1=CC=CC=C1 (6-chloro-3,4-dihydro-2,4-dimethyl-3-oxo-N-[1-(2-phenylethyl)-4-piperidyl]-2H-1,4-benzoxazine-8-carboxamide hydrochloride monohydrate). RXN SMILES: [Cl:1][C:2]1[CH:3]=[C:4]([C:15]([OH:17])=O)[C:5]2[O:10][CH:9]([CH3:11])[C:8](=[O:12])[N:7]([CH3:13])[C:6]=2[CH:14]=1.CN1CCOCC1.C(Cl)(=O)OCC(C)C.[NH2:33][CH:34]1[CH2:39][CH2:38][N:37]([CH2:40][CH2:41][C:42]2[CH:47]=[CH:46][CH:45]=[CH:44][CH:43]=2)[CH2:36][CH2:35]1.C(=O)([O-])O.[Na+]>O1CCCC1.C(OCC)(=O)C>[OH2:10].[ClH:1].[Cl:1][C:2]1[CH:3]=[C:4]([C:15]([NH:33][CH:34]2[CH2:39][CH2:38][N:37]([CH2:40][CH2:41][C:42]3[CH:47]=[CH:46][CH:45]=[CH:44][CH:43]=3)[CH2:36][CH2:35]2)=[O:17])[C:5]2[O:10][CH:9]([CH3:11])[C:8](=[O:12])[N:7]([CH3:13])[C:6]=2[CH:14]=1 |f:4.5,8.9.10|. Reported procedure: A solution of 4.0 g of 6-chloro-3,4-dihydro-2,4-dimethyl-3-oxo-2H-1,4-benzoxazine-8-carboxylic acid in 80 ml of tetrahydrofuran is cooled to below 0° C. and 3.17 g of N-methylmorpholine is added under stirring thereto. Further, 2.35 g of isobutyl chlorocarbonate is added and the mixture is stirred at the same temperature for 45 minutes. To the resultant mixture is added 3.52 g of 4-amino-1-(2-phenylethyl)piperidine and the mixture stirred for 2 hours. After completion of the reaction, aqueous so... Starting materials: ClC1=C(C=C(C=C1)Cl)C (2,5-Dichlorotoluene), ClS(=O)(=O)O (chlorosulfonic acid). Run at temperature 0 celsius, time 30 minute. Product: ClC1=C(C=C(C(=C1)C)Cl)S(=O)(=O)Cl (2,5-dichloro-4-methylbenzenesulfonyl chloride). Yield: 88.0%. As a reaction SMILES: [Cl:1][C:2]1[CH:7]=[CH:6][C:5]([Cl:8])=[CH:4][C:3]=1[CH3:9].[Cl:10][S:11](O)(=[O:13])=[O:12]>>[Cl:8][C:5]1[CH:4]=[C:3]([CH3:9])[C:2]([Cl:1])=[CH:7][C:6]=1[S:11]([Cl:10])(=[O:13])=[O:12]. Reported procedure: A dry flask under argon was charged with chlorosulfonic acid (30 mL) and cooled to 0° C. 2,5-Dichlorotoluene (10 g, 62.1 mmol) was then added dropwise, and once the addition was complete, the reaction was heated to 60° C. and stirred for 30 min. After cooling to room temperature, the reaction mixture was poured slowly onto ice. The aqueous mixture was extracted twice with methylene chloride, and the organics were dried and concentrated to provide 2,5-dichloro-4-methylbenzenesulfonyl chloride (14... Starting materials: CO, CC1(C)OCC2OCC(O)C(O)C2O1. Product: OCC1OCC(O)C(O)C1O. RXN SMILES: [CH3:15][OH:16].[CH3:1][C:2]1([CH3:14])[O:3][CH2:4][CH:5]2[CH:6]([O:7]1)[CH:8]([OH:13])[CH:9]([OH:12])[CH2:10][O:11]2>>[OH:3][CH2:4][CH:5]1[CH:6]([OH:7])[CH:8]([OH:13])[CH:9]([OH:12])[CH2:10][O:11]1. Reaction conditions: time 3 hour. The reagents and catalysts are [Pd] (Pd/C). Procedure details: The 1-(bromoacetyl)-5-(methyloxy)-6-nitro-2,3-dihydro-1H-indole (4.0 g, 12.7 mmol) was dissolved in 50 mL of dichloromethane, then K2CO3 (4.4 g, 31.7 mmol) and N-methylethanamine(1.5 g, 25.4 mmol) in 10 mL dichloromethane were added and the reaction was stirred at RT for 3 hours. After filtration, the organic layers were washed with water (2×100 mL) and dried over Na2SO4. The solvent was was removed under reduced pressure and the derived residue (3.4 g, 11.59 mmol) was dissolved in 10 mL of EA, ... The reactants are C(=O)([O-])[O-].[K+].[K+] (K2CO3), CNCC (N-methylethanamine), residue, BrCC(=O)N1CCC2=CC(=C(C=C12)[N+](=O)[O-])OC (1-(bromoacetyl)-5-(methyloxy)-6-nitro-2,3-dihydro-1H-indole), CO (MeOH). The solvent is ClCCl (dichloromethane), CC(OCC)=O (EA), ClCCl (dichloromethane), C1CCOC1 (THF). Product: C(C)N(C)CC(=O)N1CCC2=CC(=C(C=C12)N)OC (1-{[ethyl(methyl)amino]acetyl}-5-(methyloxy)-2,3-dihydro-1H-indol-6-amine). Reaction SMILES: Br[CH2:2][C:3]([N:5]1[C:13]2[C:8](=[CH:9][C:10]([O:17][CH3:18])=[C:11]([N+:14]([O-])=O)[CH:12]=2)[CH2:7][CH2:6]1)=[O:4].C([O-])([O-])=O.[K+].[K+].[CH3:25][NH:26][CH2:27][CH3:28].CO>ClCCl.CC(=O)OCC.[Pd].C1COCC1>[CH2:27]([N:26]([CH2:2][C:3]([N:5]1[C:13]2[C:8](=[CH:9][C:10]([O:17][CH3:18])=[C:11]([NH2:14])[CH:12]=2)[CH2:7][CH2:6]1)=[O:4])[CH3:25])[CH3:28] |f:1.2.3|. Starting materials: C(=O)(OC(C)(C)C)N1CC(CCC1)O (1-boc-3-hydroxypiperidine), O (water), [H-].[Na+] (sodium hydride), CC(=O)C1=CC(=C(C=C1)F)C(F)(F)F (4-fluoro-3-(trifluormethyl)acetophenone). The solvent is CS(=O)C (DMSO), ClCCl (Dichloromethane). Reaction conditions: time 30 minute. Yields the product C(C)(C)(C)OC(=O)N1CC(CCC1)OC1=C(C=C(C=C1)C(C)=O)C(F)(F)F (3-(4-Acetyl-2-trifluoromethyl-phenoxy)-piperidine-1-carboxylic acid tert-butyl ester). Yield: 68.4%. Reaction SMILES: [H-].[Na+].[C:3]([N:10]1[CH2:15][CH2:14][CH2:13][CH:12]([OH:16])[CH2:11]1)([O:5][C:6]([CH3:9])([CH3:8])[CH3:7])=[O:4].[CH3:17][C:18]([C:20]1[CH:25]=[CH:24][C:23](F)=[C:22]([C:27]([F:30])([F:29])[F:28])[CH:21]=1)=[O:19].O>CS(C)=O.ClCCl>[C:6]([O:5][C:3]([N:10]1[CH2:15][CH2:14][CH2:13][CH:12]([O:16][C:23]2[CH:24]=[CH:25][C:20]([C:18](=[O:19])[CH3:17])=[CH:21][C:22]=2[C:27]([F:28])([F:29])[F:30])[CH2:11]1)=[O:4])([CH3:9])([CH3:8])[CH3:7] |f:0.1|. Procedure details: To a suspension of sodium hydride (408 mg, 10.2 mmol) in DMSO (15 ml) was added 1-boc-3-hydroxypiperidine (2.00 g, 10.2 mmol) at 0° C. Stirring was continued for 30 min at 10° C. and 4-fluoro-3-(trifluormethyl)acetophenone (1.40 g, 6.79 mmol) was added dropwise. The reaction mixture was stirred at RT for 1 h and then transferred into water (200 ml) at 0° C. Dichloromethane (300 ml) was added. The organic phase was washed with water (200 ml) and dried over sodium sulfate. Evaporation and purifica...